From a dataset of the Open Reaction Database (ORD), a public repository of structured organic reaction records. describe an organic reaction: reactants, conditions, products, and yield Reactants: ClC1=CC2=C(N=N1)CCN(C2)C(=O)C2=CC=C(C=C2)C (3-chloro-5,6,7,8-tetrahydro-6-(p-toluoyl)pyrido[4,3-c]pyridazine), O.NN (hydrazine hydrate). Product: N(N)C1=CC2=C(N=N1)CCN(C2)C(=O)C2=CC=C(C=C2)C (3-Hydrazino-5,6,7,8-tetrahydro-6-(p-toluoyl)pyrido[4,3-c]pyridazine). As a reaction SMILES: Cl[C:2]1[N:7]=[N:6][C:5]2[CH2:8][CH2:9][N:10]([C:12]([C:14]3[CH:19]=[CH:18][C:17]([CH3:20])=[CH:16][CH:15]=3)=[O:13])[CH2:11][C:4]=2[CH:3]=1.O.[NH2:22][NH2:23]>>[NH:22]([C:2]1[N:7]=[N:6][C:5]2[CH2:8][CH2:9][N:10]([C:12]([C:14]3[CH:19]=[CH:18][C:17]([CH3:20])=[CH:16][CH:15]=3)=[O:13])[CH2:11][C:4]=2[CH:3]=1)[NH2:23] |f:1.2|. Procedure: 12.0 g of 3-chloro-5,6,7,8-tetrahydro-6-(p-toluoyl)pyrido[4,3-c]pyridazine and 50 cc of hydrazine hydrate are stirred at a bath temperature of 100° for 2 hours. The title compound has a M.P. of 207°-210° (decomp., from 95% ethanol). Reactants: ClC1=CC=C(C=C1)B(O)O (4-chlorophenylboronic acid), COC(C1=C(C=CC(=C1)Br)N)=O (2-amino-5-bromobenzoic acid methyl ester), C(C)(=O)OCC (ethyl acetate), O (water). The reagents and catalysts are C=1C=CC(=CC1)[P](C=2C=CC=CC2)(C=3C=CC=CC3)[Pd]([P](C=4C=CC=CC4)(C=5C=CC=CC5)C=6C=CC=CC6)([P](C=7C=CC=CC7)(C=8C=CC=CC8)C=9C=CC=CC9)[P](C=1C=CC=CC1)(C=1C=CC=CC1)C=1C=CC=CC1 (tetrakis(triphenylphosphine)palladium). Solvent: C(C)O (ethanol), C([O-])([O-])=O.[Na+].[Na+] (sodium carbonate), C1(=CC=CC=C1)C (toluene). Conditions: time 10 minute. Yields the product COC(=O)C=1C=C(C=CC1N)C1=CC=C(C=C1)Cl (4-Amino-4′-chlorobiphenyl-3-carboxylic acid methyl ester). As a reaction SMILES: [CH3:1][O:2][C:3](=[O:12])[C:4]1[CH:9]=[C:8](Br)[CH:7]=[CH:6][C:5]=1[NH2:11].[Cl:13][C:14]1[CH:19]=[CH:18][C:17](B(O)O)=[CH:16][CH:15]=1.C(OCC)(=O)C.O>C1(C)C=CC=CC=1.C(O)C.C(=O)([O-])[O-].[Na+].[Na+].C1C=CC([P]([Pd]([P](C2C=CC=CC=2)(C2C=CC=CC=2)C2C=CC=CC=2)([P](C2C=CC=CC=2)(C2C=CC=CC=2)C2C=CC=CC=2)[P](C2C=CC=CC=2)(C2C=CC=CC=2)C2C=CC=CC=2)(C2C=CC=CC=2)C2C=CC=CC=2)=CC=1>[CH3:1][O:2][C:3]([C:4]1[CH:9]=[C:8]([C:17]2[CH:18]=[CH:19][C:14]([Cl:13])=[CH:15][CH:16]=2)[CH:7]=[CH:6][C:5]=1[NH2:11])=[O:12] |f:6.7.8,^1:49,51,70,89|. Procedure: A solution of 2-amino-5-bromobenzoic acid methyl ester (460.1 mg) in degassed toluene was mixed with tetrakis(triphenylphosphine)palladium (0) (62.4 mg) and stirred at room temperature for 10 min. Then 4-chlorophenylboronic acid (344 mg) in ethanol (0.76 mL) and 2 M sodium carbonate solution (1.34 mL) were added, and the reaction mixture was heated at 100° C. overnight. The reaction was then mixed with ethyl acetate and water. The aqueous phase was extracted several times with ethyl acetate. The... Run at time 8 hour. The solvent is C(Cl)Cl (methylene chloride), C(C)(=O)OCC (ethyl acetate). Reactants: CN1CCOCC1 (N-methylmorpholine), C(C1=CC=CC=C1)OC(=O)NC(C(=O)O)(CC1=CC=C(C=C1)C1=NC=C(C=C1)F)C (2-{[(benzyloxy)carbonyl]amino}-3-[4-(5-fluoropyridin-2-yl)phenyl]-2-methylpropanoic acid), NCC(CC(CC)(C)C)O (1-amino-4,4-dimethylhexan-2-ol), Cl.CN(CCCN=C=NCC)C (1-[3-(dimethylamino) propyl]-3-ethylcarbodiimide hydrochloride), ON1N=NC2=C1C=CC=C2 (1-hydroxybenzotriazole). Reaction SMILES: CN1CCOCC1.[CH2:8]([O:15][C:16]([NH:18][C:19]([CH3:37])([CH2:23][C:24]1[CH:29]=[CH:28][C:27]([C:30]2[CH:35]=[CH:34][C:33]([F:36])=[CH:32][N:31]=2)=[CH:26][CH:25]=1)[C:20]([OH:22])=O)=[O:17])[C:9]1[CH:14]=[CH:13][CH:12]=[CH:11][CH:10]=1.[NH2:38][CH2:39][CH:40]([OH:47])[CH2:41][C:42]([CH3:46])([CH3:45])[CH2:43][CH3:44].Cl.CN(C)CCCN=C=NCC.ON1C2C=CC=CC=2N=N1>C(Cl)Cl.C(OCC)(=O)C>[F:36][C:33]1[CH:34]=[CH:35][C:30]([C:27]2[CH:26]=[CH:25][C:24]([CH2:23][C:19]([NH:18][C:16](=[O:17])[O:15][CH2:8][C:9]3[CH:14]=[CH:13][CH:12]=[CH:11][CH:10]=3)([CH3:37])[C:20]([NH:38][CH2:39][CH:40]([OH:47])[CH2:41][C:42]([CH3:46])([CH3:45])[CH2:43][CH3:44])=[O:22])=[CH:29][CH:28]=2)=[N:31][CH:32]=1 |f:3.4|. Product: FC=1C=CC(=NC1)C1=CC=C(CC(C(=O)NCC(CC(CC)(C)C)O)(C)NC(OCC2=CC=CC=C2)=O)C=C1 (benzyl {1-[4-(5-fluoropyridin-2-yl)benzyl]-2-[(2-hydroxy-4,4-dimethylhexyl)amino]-1-methyl-2-oxoethyl}carbamate). Procedure: N-methylmorpholine (186 mg, 1.84 mmol) was added to an ambient temperature solution of 2-{[(benzyloxy)carbonyl]amino}-3-[4-(5-fluoropyridin-2-yl)phenyl]-2-methylpropanoic acid (150 mg, 0.37 mmol), 1-amino-4,4-dimethylhexan-2-ol (214 mg, 1.48 mmol), 1-[3-(dimethylamino) propyl]-3-ethylcarbodiimide hydrochloride (84 mg, 0.44 mmol), and 1-hydroxybenzotriazole (67 mg, 0.44 mmol) in methylene chloride (5 mL). After stirring at ambient temperature overnight, the reaction mixture was poured into ethyl ... The product is Ic1ccnc(Nc2ccc3c(c2)OCCO3)c1. Reaction SMILES: [CH3:22][O:23][CH2:24][CH2:25][O:26][CH3:27].[Cu:28][I:29].[I-:20].[I:21].[K+:19].[O:1]1[CH2:2][CH2:3][O:4][c:5]2[c:6]1[cH:7][cH:8][c:9]([NH:11][c:12]1[n:13][cH:14][cH:15][c:16]([NH2:18])[cH:17]1)[cH:10]2>>[O:1]1[CH2:2][CH2:3][O:4][c:5]2[c:6]1[cH:7][cH:8][c:9]([NH:11][c:12]1[n:13][cH:14][cH:15][c:16]([I:20])[cH:17]1)[cH:10]2. Starting materials: COCCOC, [Cu]I, [I-], I, [K+], Nc1ccnc(Nc2ccc3c(c2)OCCO3)c1. Reactants: [Br-], O=C([O-])[O-], COS(=O)(=O)OC, CCCC[N+](CCCC)(CCCC)CCCC, Cc1ccccc1, [K+], [K+], COC(=O)c1ccc(N)c([N+](=O)[O-])c1, [Na+], [OH-]. Product: CNc1ccc(C(=O)OC)cc1[N+](=O)[O-]. RXN SMILES: [Br-:30].[C:17](=[O:18])([O-:19])[O-:20].[CH3:23][O:24][S:25](=[O:26])(=[O:27])[O:28][CH3:29].[CH3:31][CH2:32][CH2:33][CH2:34][N+:35]([CH2:36][CH2:37][CH2:38][CH3:39])([CH2:40][CH2:41][CH2:42][CH3:43])[CH2:44][CH2:45][CH2:46][CH3:47].[CH3:48][c:49]1[cH:50][cH:51][cH:52][cH:53][cH:54]1.[K+:21].[K+:22].[NH2:1][c:2]1[c:3]([N+:12](=[O:13])[O-:14])[cH:4][c:5]([C:6](=[O:7])[O:8][CH3:9])[cH:10][cH:11]1.[Na+:16].[OH-:15]>>[NH:1]([c:2]1[c:3]([N+:12](=[O:13])[O-:14])[cH:4][c:5]([C:6](=[O:7])[O:8][CH3:9])[cH:10][cH:11]1)[CH3:17].